Dataset: the Open Reaction Database (ORD), a public repository of structured organic reaction records. Task: describe an organic reaction: reactants, conditions, products, and yield Starting materials: FC(F)(F)c1ccc(Br)nc1, CC1CNCCN1, CCN(C(C)C)C(C)C. Product: CC1CN(c2ccc(C(F)(F)F)cn2)CCN1. RXN SMILES: [Br:1][c:2]1[n:3][cH:4][c:5]([C:8]([F:9])([F:10])[F:11])[cH:6][cH:7]1.[CH3:12][CH:13]1[NH:14][CH2:15][CH2:16][NH:17][CH2:18]1.[CH:19]([N:20]([CH2:21][CH3:22])[CH:23]([CH3:24])[CH3:25])([CH3:26])[CH3:27]>>[c:2]1([N:17]2[CH2:16][CH2:15][NH:14][CH:13]([CH3:12])[CH2:18]2)[n:3][cH:4][c:5]([C:8]([F:9])([F:10])[F:11])[cH:6][cH:7]1. The reactants are P(=O)(O)([O-])[O-].[K+].[K+] (dipotassium hydrogen phosphate), C(C)(=O)[O-].[Ca+2].C(C)(=O)[O-] (calcium acetate). The reagents and catalysts are Catalyst A. Product: P(=O)([O-])([O-])[O-].[Ca+2].P(=O)([O-])([O-])[O-].[Ca+2].[Ca+2] (calcium phosphate). Reaction SMILES: [P:1]([O-:5])([O-:4])([OH:3])=[O:2].[K+].[K+].C([O-])(=O)C.[Ca+2:12].C([O-])(=O)C>>[P:1]([O-:5])([O-:4])([O-:3])=[O:2].[Ca+2:12].[P:1]([O-:5])([O-:4])([O-:3])=[O:2].[Ca+2:12].[Ca+2:12] |f:0.1.2,3.4.5,6.7.8.9.10|. Procedure: Catalyst A was prepared by adding an aqueous solution of dipotassium hydrogen phosphate (1.0 mole) with vigorous stirring to an aqueous solution of calcium acetate (1.67 moles) to obtain a calcium phosphate gel having a Ca/P atomic ratio of 1.67. After standing overnight, the gel was recovered by filtration and washed by slurrying in a 3500 ml portion of water and filtered. The wash treatment was done three times. Finally, the filter cake was additionally washed by pulling 10 liters of distilled... Reactants: O.NN (hydrazine monohydrate), C(CO)(=O)OCC (ethyl glycolate), aqueous solution, [OH-].[Na+] (sodium hydroxide), ice water, Cl (hydrochloric acid), C(CC)N=C=S (propyl isothiocyanate). Run in C(C)O (ethanol). Run at time 4 hour. Yields the product OCC1=NN=C(N1CCC)S (3-hydroxymethyl-5-mercapto-4-propyl-4H-1,2,4-triazole). RXN SMILES: O.[NH2:2][NH2:3].C([O:8][CH2:9][CH3:10])(=O)CO.[CH2:11]([N:14]=[C:15]=[S:16])[CH2:12][CH3:13].[OH-].[Na+].Cl>C(O)C>[OH:8][CH2:9][C:10]1[N:14]([CH2:11][CH2:12][CH3:13])[C:15]([SH:16])=[N:3][N:2]=1 |f:0.1,4.5|. Procedure: To a solution of hydrazine monohydrate (9.66 g) in ethanol (100 ml), ethyl glycolate (20.09 g) was slowly added dropwise with keeping the reaction temperature under 10° C. at room temperature. The mixture was stirred at room temperature for 4 hours, propyl isothiocyanate (20 ml) was slowly added dropwise thereto with keeping the reaction temperature under 10° C. The mixture was stirred for 64 hours at 40° C., cooled to room temperature, and ice-water (50 ml) was added to the mixture. The mixture... The reactants are [NH4+].[Cl-] (NH4Cl), C(C=C)C(C#N)(CC=C)C1=CC(=CC=C1)OC (2-Allyl-2-(3-methoxy-phenyl)-pent-4-enenitrile), solution, C[Al](C)C (AlMe3). Solvent: C1(=CC=CC=C1)C (toluene), C(Cl)(Cl)Cl (chloroform), C1(=CC=CC=C1)C (toluene). Conditions: time 4 hour. Yields the product 9, C(C=C)C(C(=N)N)(CC=C)C1=CC(=CC=C1)OC (2-Allyl-2-(3-methoxy-phenyl)-pent-4-enamidine). Isolated yield 49.0%. RXN SMILES: [NH4+:1].[Cl-].C[Al](C)C.[CH2:7]([C:10]([C:16]1[CH:21]=[CH:20][CH:19]=[C:18]([O:22][CH3:23])[CH:17]=1)([CH2:13][CH:14]=[CH2:15])[C:11]#[N:12])[CH:8]=[CH2:9]>C1(C)C=CC=CC=1.C(Cl)(Cl)Cl>[CH2:7]([C:10]([C:16]1[CH:21]=[CH:20][CH:19]=[C:18]([O:22][CH3:23])[CH:17]=1)([CH2:13][CH:14]=[CH2:15])[C:11]([NH2:1])=[NH:12])[CH:8]=[CH2:9] |f:0.1|. Reported procedure: To a suspension of NH4Cl (13.5 9, 251 mmol) in 170 mL toluene at 0° C. was added a 2.0 M solution of AlMe3 (126 mL, 251 mmol) dropwise. The mixture was warmed to room temperature and stirred for 4 hours. 2-Allyl-2-(3-methoxy-phenyl)-pent-4-enenitrile (38.1 g, 167 mmol) in 30 mL toluene was added and the mixture was heated to 80° C. for 48 hours. The mixture was cooled to room temperature and poured into a stirring suspension of silica gel (50 g) in 150 mL chloroform (CHCl3). After stirring for 3... Reactants: OC1CCN(c2cc(-c3ccccc3)nc(Cl)n2)CC1, OB(O)c1ccccc1. The product is OC1CCN(c2cc(-c3ccccc3)nc(-c3ccccc3)n2)CC1. As a reaction SMILES: [Cl:1][c:2]1[n:3][c:4](-[c:15]2[cH:16][cH:17][cH:18][cH:19][cH:20]2)[cH:5][c:6]([N:8]2[CH2:9][CH2:10][CH:11]([OH:14])[CH2:12][CH2:13]2)[n:7]1.[c:21]1([B:27]([OH:28])[OH:29])[cH:22][cH:23][cH:24][cH:25][cH:26]1>>[c:2]1(-[c:21]2[cH:22][cH:23][cH:24][cH:25][cH:26]2)[n:3][c:4](-[c:15]2[cH:16][cH:17][cH:18][cH:19][cH:20]2)[cH:5][c:6]([N:8]2[CH2:9][CH2:10][CH:11]([OH:14])[CH2:12][CH2:13]2)[n:7]1. Reaction SMILES: [CH2:19]1[O:20][CH2:21][CH2:22][CH2:23]1.[CH3:12][O:13][N:14]([C:15]([CH3:16])=[O:17])[CH3:18].[CH3:7][CH2:8][CH2:9][CH2:10][Li:11].[Cl:1][c:2]1[n:3][cH:4][cH:5][s:6]1.[OH2:24]>>[Cl:1][c:2]1[n:3][cH:4][c:5]([C:15]([CH3:16])=[O:17])[s:6]1. Yields the product CC(=O)c1cnc(Cl)s1. Starting materials: C1CCOC1, CON(C)C(C)=O, [Li]CCCC, Clc1nccs1, O. The reactants are C(#N)N=S(=O)(C)C1=CC=C(C=C1)CN ((4-(N-cyano-S-methylsulfonimidoyl)phenyl)methanamine), C(#N)N=S(=O)(C)C=1C=CC(=NC1)N1C(C2=CC=CC=C2C1=O)=O (2-(5-(N-Cyano-S-methylsulfonimidoyl)pyridin-2-yl)-isoindole-1,3-dione), ( Z011_S03 ). The product is C(#N)N=S(=O)(C)C=1C=CC(=NC1)CN ((5-(N-Cyano-S-methylsulfonimidoyl)pyridin-2-yl)methanamine). As a reaction SMILES: [C:1]([N:3]=[S:4]([C:7]1[CH:12]=[CH:11][C:10]([CH2:13][NH2:14])=C[CH:8]=1)([CH3:6])=[O:5])#[N:2].C(N=S(C1C=CC(N2C(=O)C3C(=CC=CC=3)C2=O)=NC=1)(C)=O)#[N:16]>>[C:1]([N:3]=[S:4]([C:7]1[CH:12]=[CH:11][C:10]([CH2:13][NH2:14])=[N:16][CH:8]=1)([CH3:6])=[O:5])#[N:2]. Reported procedure: The title compound is prepared in analogy to preparation 6d, substituting 2-(4-(N-cyano-S-methylsulfonimidoyl)benzyl)isoindoline-1,3-dione with 2-(5-(N-cyano-S-methylsulfonimidoyl)pyridin-2-yl)-isoindole-1,3-dione (preparation 16d). ESI mass spectrum: [M+H]+=211; r.t. HPLC: 0.23 min (Z011_S03). Starting materials: C(CC)O (n-propanol), C1(=CC=CC=C1)C (toluene), [O-2].[O-2].[O-2].[O-2].[O-2].[V+5].[V+5] (vanadium pentoxide). Run in O (water). Conditions: temperature 90 celsius. Product: [O-]CCC.[V+5].[O-]CCC.[O-]CCC.[O-]CCC.[O-]CCC (vanadium propoxide). As a reaction SMILES: [CH2:1]([OH:4])[CH2:2][CH3:3].C1(C)C=CC=CC=1.[O-2].[O-2].[O-2].[O-2].[O-2].[V+5:17].[V+5]>O>[O-:4][CH2:1][CH2:2][CH3:3].[V+5:17].[O-:4][CH2:1][CH2:2][CH3:3].[O-:4][CH2:1][CH2:2][CH3:3].[O-:4][CH2:1][CH2:2][CH3:3].[O-:4][CH2:1][CH2:2][CH3:3] |f:2.3.4.5.6.7.8,10.11.12.13.14.15|. Procedure details: 60 ml of n-propanol and 60 ml of toluene were added to 18.2 g of vanadium pentoxide. The mixture was heated to 90° C., and formed water was azeotropically removed to obtain vanadium propoxide. Here, about 60% of vanadium pentoxide was converted to vanadium propoxide. To such the reaction solution, 70 ml of isobutanol was added, and 7.2 ml of water was further added for hydrolysis, whereby a gel-like precipitate formed. Then, 200 ml of butanol and 32.8 g of 100% phosphoric acid were added thereto... Reactants: COC(C(CC=C)NC(C1=C(C=CC=C1Cl)Cl)=O)=O (2-(2,6-dichlorobenzamido)pent-4-enoic acid methyl ester), BrC1=CC=C(C=C1)N(C1=NC=CC=N1)CC=1C=NC=CC1 (N-(4-bromophenyl)-N-((pyridin-3-yl)methyl)pyrimidin-2-amine). The product is COC(C(C\C=C\C1=CC=C(C=C1)N(C1=NC=CC=N1)CC=1C=NC=CC1)NC(C1=C(C=CC=C1Cl)Cl)=O)=O ((E)-2-(2,6-dichlorobenzamido)-5-[4-(pyridin-3-ylmethyl-pyrimidin-2-ylamino)phenyl]pent-4-enoic acid methyl ester). Isolated yield 74.7%. As a reaction SMILES: [CH3:1][O:2][C:3](=[O:19])[CH:4]([NH:8][C:9](=[O:18])[C:10]1[C:15]([Cl:16])=[CH:14][CH:13]=[CH:12][C:11]=1[Cl:17])[CH2:5][CH:6]=[CH2:7].Br[C:21]1[CH:26]=[CH:25][C:24]([N:27]([CH2:34][C:35]2[CH:36]=[N:37][CH:38]=[CH:39][CH:40]=2)[C:28]2[N:33]=[CH:32][CH:31]=[CH:30][N:29]=2)=[CH:23][CH:22]=1>>[CH3:1][O:2][C:3](=[O:19])[CH:4]([NH:8][C:9](=[O:18])[C:10]1[C:11]([Cl:17])=[CH:12][CH:13]=[CH:14][C:15]=1[Cl:16])[CH2:5]/[CH:6]=[CH:7]/[C:21]1[CH:22]=[CH:23][C:24]([N:27]([CH2:34][C:35]2[CH:36]=[N:37][CH:38]=[CH:39][CH:40]=2)[C:28]2[N:33]=[CH:32][CH:31]=[CH:30][N:29]=2)=[CH:25][CH:26]=1. Reported procedure: In the same manner as in Example 1, 2-(2,6-dichlorobenzamido)pent-4-enoic acid methyl ester (1060.0 mg) was reacted with N-(4-bromophenyl)-N-((pyridin-3-yl)methyl)pyrimidin-2-amine (120.0 mg) to obtain (E)-2-(2,6-dichlorobenzamido)-5-[4-(pyridin-3-ylmethyl-pyrimidin-2-ylamino)phenyl]pent-4-enoic acid methyl ester (147.8 mg). Column chromatography (silica gel, eluent: chloroform→chloroform/ethyl acetate=1/1) and thin layer chromatography (chloroform/ethyl acetate=1/1) were used for purification. As a reaction SMILES: [CH3:49][N:50]([CH3:51])[CH2:52][CH2:53][CH2:54][N:55]=[C:56]=[N:57][CH2:58][CH3:59].[CH3:65][N:66]([CH3:67])[CH:68]=[O:69].[CH3:70][CH2:71][O:72][C:73](=[O:74])[CH3:75].[CH3:76][N:77]1[CH2:78][CH2:79][CH2:80][C:81]1=[O:82].[CH:18]([CH3:19])([CH3:20])[c:21]1[c:22]([O:34][CH2:35][O:36][CH3:37])[cH:23][c:24]([O:30][CH2:31][O:32][CH3:33])[c:25]([C:26](=[O:27])[OH:28])[cH:29]1.[Na+:60].[O:1]1[CH2:2][CH2:3][N:4]([c:7]2[cH:8][cH:9][c:10]([NH:13][C:14]([NH:15][NH2:16])=[O:17])[cH:11][cH:12]2)[CH2:5][CH2:6]1.[OH2:38].[OH:39][n:40]1[c:41]2[cH:42][cH:43][cH:44][cH:45][c:46]2[n:47][n:48]1.[OH:61][C:62](=[O:63])[O-:64]>>[O:1]1[CH2:2][CH2:3][N:4]([c:7]2[cH:8][cH:9][c:10]([NH:13][C:14]([NH:15][NH:16][C:26]([c:25]3[c:24]([O:30][CH2:31][O:32][CH3:33])[cH:23][c:22]([O:34][CH2:35][O:36][CH3:37])[c:21]([CH:18]([CH3:19])[CH3:20])[cH:29]3)=[O:27])=[O:17])[cH:11][cH:12]2)[CH2:5][CH2:6]1. Product: COCOc1cc(OCOC)c(C(C)C)cc1C(=O)NNC(=O)Nc1ccc(N2CCOCC2)cc1. Starting materials: CCN=C=NCCCN(C)C, CN(C)C=O, CCOC(C)=O, CN1CCCC1=O, COCOc1cc(OCOC)c(C(C)C)cc1C(=O)O, [Na+], NNC(=O)Nc1ccc(N2CCOCC2)cc1, O, On1nnc2ccccc21, O=C([O-])O.